This data is from the Open Reaction Database (ORD), a public repository of structured organic reaction records. The task is: describe an organic reaction: reactants, conditions, products, and yield The reactants are (R)-1-(S)-1-pyrrolidin-2-ylmethyl-pyrrolidin-3-ol, ClC1=C(C(=CC=C1)Cl)CS(=O)(=O)C=1C=C2/C(/C(NC2=CC1)=O)=C/C1=C(C(=C(N1)C)CC(=O)O)C ({5-[5-(2,6-dichloro-phenylmethanesulfonyl)-2-oxo-1,2-dihydro-indol-(3Z)-ylidenemethyl]-2,4-dimethyl-1H-pyrrol-3-yl}-acetic acid), C=1C=CC2=C(C1)N=NN2O (HOBt), CCN=C=NCCCN(C)C (EDAC), CN(C)C=O (DMF). Reagents/catalysts: TEA. Reaction conditions: time 2 hour. The product is ClC1=C(C(=CC=C1)Cl)CS(=O)(=O)C=1C=C2/C(/C(NC2=CC1)=O)=C/C=1NC(=C(C1C)CC(=O)N1[C@@H](CCC1)CN1C[C@@H](CC1)O)C (5-(2,6-Dichloro-phenylmethanesulfonyl)-3-[1-(4-{2-[(S)-2-((R)-3-hydroxy-pyrrolidin-1-ylmethyl)-pyrrolidin-1-yl]-2-oxo-ethyl}-3,5-dimethyl-1H-pyrrol-2-yl)-meth-(Z)-ylidene]-1,3-dihydro-indol-2-one). Reaction SMILES: [Cl:1][C:2]1[CH:7]=[CH:6][CH:5]=[C:4]([Cl:8])[C:3]=1[CH2:9][S:10]([C:13]1[CH:14]=[C:15]2[C:19](=[CH:20][CH:21]=1)[NH:18][C:17](=[O:22])/[C:16]/2=[CH:23]\[C:24]1[NH:28][C:27]([CH3:29])=[C:26]([CH2:30][C:31]([OH:33])=O)[C:25]=1[CH3:34])(=[O:12])=[O:11].[CH:35]1[CH:36]=CC2N(O)N=[N:41][C:39]=2[CH:40]=1.CCN=C=N[CH2:50][CH2:51][CH2:52][N:53]([CH3:55])[CH3:54].CN(C=[O:60])C>>[Cl:8][C:4]1[CH:5]=[CH:6][CH:7]=[C:2]([Cl:1])[C:3]=1[CH2:9][S:10]([C:13]1[CH:14]=[C:15]2[C:19](=[CH:20][CH:21]=1)[NH:18][C:17](=[O:22])/[C:16]/2=[CH:23]\[C:24]1[NH:28][C:27]([CH3:29])=[C:26]([CH2:30][C:31]([N:41]2[CH2:36][CH2:35][CH2:40][C@H:39]2[CH2:55][N:53]2[CH2:52][CH2:51][C@@H:50]([OH:60])[CH2:54]2)=[O:33])[C:25]=1[CH3:34])(=[O:12])=[O:11]. Procedure details: A mixture of {5-[5-(2,6-dichloro-phenylmethanesulfonyl)-2-oxo-1,2-dihydro-indol-(3Z)-ylidenemethyl]-2,4-dimethyl-1H-pyrrol-3-yl}-acetic acid (156 mg, 0.3 mmol), HOBt (80 mg) and EDAC (110 mg) in DMF (4 mL) was added TEA (3 drops). After stirring at rt for 2 hours, to the mixture was added (R)-1-(S)-1-pyrrolidin-2-ylmethyl-pyrrolidin-3-ol (300 mg). After stirring at rt for overnight, the reaction was concentrated and dissolved in ethyl acetate. It was then washed with water and sodium bicarbonate...